From a dataset of the Open Reaction Database (ORD), a public repository of structured organic reaction records. describe an organic reaction: reactants, conditions, products, and yield Reactants: COC(=O)c1ccccc1NC(=O)CC(C)c1ccc2ccccc2c1, CO, [Na+], [OH-]. Yields the product CC(CC(=O)Nc1ccccc1C(=O)O)c1ccc2ccccc2c1. Reaction SMILES: [CH3:1][O:2][C:3](=[O:4])[c:5]1[c:6]([NH:11][C:12]([CH2:13][CH:14]([CH3:15])[c:16]2[cH:17][c:18]3[cH:19][cH:20][cH:21][cH:22][c:23]3[cH:24][cH:25]2)=[O:26])[cH:7][cH:8][cH:9][cH:10]1.[CH3:29][OH:30].[Na+:28].[OH-:27]>>[O:2]=[C:3]([OH:4])[c:5]1[c:6]([NH:11][C:12]([CH2:13][CH:14]([CH3:15])[c:16]2[cH:17][c:18]3[cH:19][cH:20][cH:21][cH:22][c:23]3[cH:24][cH:25]2)=[O:26])[cH:7][cH:8][cH:9][cH:10]1. Reactants: CN(C)C=O, C=C(Cl)CC(O)c1ccccc1, Cl, [Na+], [OH-]. Product: C#CCC(O)c1ccccc1. Reaction SMILES: [CH3:16][N:17]([CH3:18])[CH:19]=[O:20].[Cl:1][C:2]([CH2:3][CH:4]([OH:5])[c:6]1[cH:7][cH:8][cH:9][cH:10][cH:11]1)=[CH2:12].[ClH:15].[Na+:14].[OH-:13]>>[C:2]([CH2:3][CH:4]([OH:5])[c:6]1[cH:7][cH:8][cH:9][cH:10][cH:11]1)#[CH:12]. Reactants: CCO, COC(=O)C(O)CCCCC=Cc1ccc(F)nc1. Yields the product COC(=O)C(O)CCCCCCc1ccc(F)nc1. RXN SMILES: [CH3:20][CH2:21][OH:22].[F:1][c:2]1[cH:3][cH:4][c:5]([CH:8]=[CH:9][CH2:10][CH2:11][CH2:12][CH2:13][CH:14]([C:15](=[O:16])[O:17][CH3:18])[OH:19])[cH:6][n:7]1>>[F:1][c:2]1[cH:3][cH:4][c:5]([CH2:8][CH2:9][CH2:10][CH2:11][CH2:12][CH2:13][CH:14]([C:15](=[O:16])[O:17][CH3:18])[OH:19])[cH:6][n:7]1. Reactants: Cl (HCl), N1C=NC=C1 (Imidazole), C(C)(C)(C)[Si](C)(C)Cl (t-butylchlorodimethylsilane), C1(=CC=CC=C1)CC[C@@H](C#C)O ((S)-5-Phenylpent-1-yn-3-ol). Solvent: C(Cl)Cl (CH2Cl2). Reaction conditions: temperature 0 celsius, time 14 hour. Product: C(C)(C)(C)[Si](O[C@H](C#C)CCC1=CC=CC=C1)(C)C ((S)-tert-Butyldimethyl(5-phenylpent-1-yn-3-yloxy)silane), oil. The yield is 86.0%. Reaction SMILES: N1C=CN=C1.[C:6]([Si:10](Cl)([CH3:12])[CH3:11])([CH3:9])([CH3:8])[CH3:7].[C:14]1([CH2:20][CH2:21][C@H:22]([OH:25])[C:23]#[CH:24])[CH:19]=[CH:18][CH:17]=[CH:16][CH:15]=1.Cl>C(Cl)Cl>[C:6]([Si:10]([CH3:12])([CH3:11])[O:25][C@@H:22]([CH2:21][CH2:20][C:14]1[CH:15]=[CH:16][CH:17]=[CH:18][CH:19]=1)[C:23]#[CH:24])([CH3:9])([CH3:8])[CH3:7]. Reported procedure: Following a procedure of Noyori (Suzuki, M. et al., J. Med. Chem. 41, 3084-3090 (1998)); Imidazole (919.1 mg, 13.5 mmol, 1.8 eq.) and t-butylchlorodimethylsilane (1.35 g, 9.0 mmol) were added to a solution of (S)-5-phenylpent-1-yn-3-ol 86 (1.2 g, 7.5 mmol, 1 eq.) in CH2Cl2 (18 ml), cooled to 0° C. The reaction mixture was then stirred at room temperature for 14 h before being poured into 1 M HCl (50 ml). The mixture was extracted with 40/60 petroleum ether (3×50 ml). The combined organic phases ... Starting materials: O(C1=CC=CC=C1)C1=CC=C(C=C1)O (p-phenoxyphenol), Cl.ClCN1C=NC2=C1C=CC=C2 (1-chloromethylbenzimidazole hydrochloride), [H-].[Na+] (sodium hydride), [H][H] (hydrogen). Solvent: CN(C=O)C (dimethylformamide), CN(C=O)C (dimethylformamide). Run at temperature 120 celsius, time 8 hour. Product: O(C1=CC=CC=C1)C1=CC=C(OCN2C=NC3=C2C=CC=C3)C=C1 (1-[(p-phenoxyphenoxy)-methyl]-benzimidazole). Isolated yield 49.8%. RXN SMILES: [O:1]([C:8]1[CH:13]=[CH:12][C:11]([OH:14])=[CH:10][CH:9]=1)[C:2]1[CH:7]=[CH:6][CH:5]=[CH:4][CH:3]=1.[H-].[Na+].[H][H].Cl.Cl[CH2:21][N:22]1[C:26]2[CH:27]=[CH:28][CH:29]=[CH:30][C:25]=2[N:24]=[CH:23]1>CN(C)C=O>[O:1]([C:8]1[CH:9]=[CH:10][C:11]([O:14][CH2:21][N:22]2[C:26]3[CH:27]=[CH:28][CH:29]=[CH:30][C:25]=3[N:24]=[CH:23]2)=[CH:12][CH:13]=1)[C:2]1[CH:7]=[CH:6][CH:5]=[CH:4][CH:3]=1 |f:1.2,4.5|. Procedure: At room temperature (about 20° C.) and under a nitrogen blanket, 13.95 g of p-phenoxyphenol in 100 ml of anhydrous dimethylformamide is dripped into 6.75 g of 80% strength sodium hydride in 50 ml of anhydrous dimethylformamide. Upon completion of hydrogen evolution, the mixture is stirred for 4 hours at 60° C. At 10° C., 15.22 g of 1-chloromethylbenzimidazole hydrochloride is then added. The mixture is stirred for 8 hours at 120° C. After concentration under reduced pressure, the residue is take... Reaction SMILES: Cl[C:2]1[C:11]([N:12]([CH:14]([CH3:16])[CH3:15])[CH3:13])=[N:10][C:9]2[C:4](=[CH:5][CH:6]=[C:7]([C:17]([O:19][CH3:20])=[O:18])[CH:8]=2)[N:3]=1.[NH:21]1[C:29]2[C:24](=[CH:25][CH:26]=[C:27](B(O)O)[CH:28]=2)[CH:23]=[N:22]1.[O-]P([O-])([O-])=O.[K+].[K+].[K+]>O1CCOCC1.ClCCl.C1C=CC([P]([Pd]([P](C2C=CC=CC=2)(C2C=CC=CC=2)C2C=CC=CC=2)([P](C2C=CC=CC=2)(C2C=CC=CC=2)C2C=CC=CC=2)[P](C2C=CC=CC=2)(C2C=CC=CC=2)C2C=CC=CC=2)(C2C=CC=CC=2)C2C=CC=CC=2)=CC=1>[NH:21]1[C:29]2[C:24](=[CH:25][CH:26]=[C:27]([C:2]3[C:11]([N:12]([CH:14]([CH3:16])[CH3:15])[CH3:13])=[N:10][C:9]4[C:4](=[CH:5][CH:6]=[C:7]([C:17]([O:19][CH3:20])=[O:18])[CH:8]=4)[N:3]=3)[CH:28]=2)[CH:23]=[N:22]1 |f:2.3.4.5,^1:53,55,74,93|. The reagents and catalysts are C=1C=CC(=CC1)[P](C=2C=CC=CC2)(C=3C=CC=CC3)[Pd]([P](C=4C=CC=CC4)(C=5C=CC=CC5)C=6C=CC=CC6)([P](C=7C=CC=CC7)(C=8C=CC=CC8)C=9C=CC=CC9)[P](C=1C=CC=CC1)(C=1C=CC=CC1)C=1C=CC=CC1 (Pd(PPh3)4). Reported procedure: To a solution of methyl 2-chloro-3-(isopropyl(methyl)amino)quinoxaline-6-carboxylate (Scheme I, 200.0 mg, 0.68 mmol) in 1,4-dioxane (1 mL) was added 1H-indazol-6-ylboronic acid (386.0 mg, 2.38 mmol), K3PO4 (434.0 mg, 2.05 mmol), Pd(PPh3)4 (39.0 mg, 0.03 mmol) under nitrogen atmosphere. After stirring 20 min at 90° C., the reaction mixture was dissolved in dichloromethane (30 mL), washed with water (3×20 mL), dried over anhydrous magnesium sulfate and concentrated under reduced pressure to afford... Starting materials: ClC1=NC2=CC=C(C=C2N=C1N(C)C(C)C)C(=O)OC (methyl 2-chloro-3-(isopropyl(methyl)amino)quinoxaline-6-carboxylate), N1N=CC2=CC=C(C=C12)B(O)O (1H-indazol-6-ylboronic acid), [O-]P(=O)([O-])[O-].[K+].[K+].[K+] (K3PO4). The product is N1N=CC2=CC=C(C=C12)C1=NC2=CC=C(C=C2N=C1N(C)C(C)C)C(=O)OC (methyl 2-(1H-indazol-6-yl)-3-(isopropyl(methyl)amino)quinoxaline-6-carboxylate). The solvent is ClCCl (dichloromethane), O1CCOCC1 (1,4-dioxane). Yield: 78.3%. Conditions: temperature 90 celsius, time 20 minute. Starting materials: BrC1=CC(=CC=2N=C(SC21)N)N (7-bromobenzothiazole-2,5-diamine), [I-].[K+] (potassium iodide), II (iodine), N(=O)OC(C)(C)C (Tert-butyl nitrite), B(F)(F)F (BF3). The solvent is C1CCOC1 (THF), CCOCC (Et2O), C1CCOC1 (THF). Conditions: temperature -2.5 celsius, time 40 minute. Product: BrC1=CC(=CC=2N=C(SC21)N)I (7-bromo-5-iodobenzothiazol-2-amine). The yield is 64.9%. Reaction SMILES: B(F)(F)F.[Br:5][C:6]1[C:14]2[S:13][C:12]([NH2:15])=[N:11][C:10]=2[CH:9]=[C:8](N)[CH:7]=1.N(OC(C)(C)C)=O.[I-:24].[K+].II>C1COCC1.CCOCC>[Br:5][C:6]1[C:14]2[S:13][C:12]([NH2:15])=[N:11][C:10]=2[CH:9]=[C:8]([I:24])[CH:7]=1 |f:3.4|. Procedure details: To THF (6 L) at −78° C. under N2 atmosphere was added BF3-etherate (50% assay, 708 mL, 2.81 mol) followed by slow addition of a solution of 7-bromobenzothiazole-2,5-diamine (275 g, 1.02 mol) in THF (500 mL) over 20 min. Tert-butyl nitrite (548 L, 4.61 mol) was then added to the solution at −78° C. The reaction mixture was stirred at the same temperature for 40 min then warmed to −5-0° C. Et2O was added (at −5-0° C.) and stirring continued at the same temperature for 20 min. The precipitated soli...